From a dataset of the Open Reaction Database (ORD), a public repository of structured organic reaction records. describe an organic reaction: reactants, conditions, products, and yield Isolated yield 49.9%. Solvent: CS(=O)C (DMSO), C(C)(=O)OCC (ethyl acetate). The product is COC1=C2C(NC(=NC2=CC(=C1)OC)C1=NC(=CC=C1)N1CCN(CC1)CCOC)=O (5,7-dimethoxy-2-(6-(4-(2-methoxyethyl)piperazin-1-yl)pyridin-2-yl)quinazolin-4(3H)-one). Conditions: temperature 80 celsius. Reactants: FC1=CC=CC(=N1)C1=NC2=CC(=CC(=C2C(N1)=O)OC)OC (2-(6-fluoropyridin-2-yl)-5,7-dimethoxyquinazolin-4(3H)-one), COCCN1CCNCC1 (1-(2-methoxyethyl)piperazine), CN(C(=N)N(C)C)C (1,1,3,3-tetramethylguanidine). Reported procedure: A mixture of 2-(6-fluoropyridin-2-yl)-5,7-dimethoxyquinazolin-4(3H)-one (0.100 g, 0.33 mmol), 1-(2-methoxyethyl)piperazine (0.072 g, 0.49 mmol) and 1,1,3,3-tetramethylguanidine (0.096 g, 0.83 mmol) in dry DMSO (2 mL) was heated at 80° C. for 17 h. After that time the reaction mixture was cooled to rt and diluted with ethyl acetate (30 mL). The organic phase was washed with water and brine, dried over Na2SO4, filtered and concentrated under reduced pressure. The product was purified by flash colu... As a reaction SMILES: F[C:2]1[N:7]=[C:6]([C:8]2[NH:17][C:16](=[O:18])[C:15]3[C:10](=[CH:11][C:12]([O:21][CH3:22])=[CH:13][C:14]=3[O:19][CH3:20])[N:9]=2)[CH:5]=[CH:4][CH:3]=1.[CH3:23][O:24][CH2:25][CH2:26][N:27]1[CH2:32][CH2:31][NH:30][CH2:29][CH2:28]1.CN(C)C(N(C)C)=N>CS(C)=O.C(OCC)(=O)C>[CH3:20][O:19][C:14]1[CH:13]=[C:12]([O:21][CH3:22])[CH:11]=[C:10]2[C:15]=1[C:16](=[O:18])[NH:17][C:8]([C:6]1[CH:5]=[CH:4][CH:3]=[C:2]([N:30]3[CH2:31][CH2:32][N:27]([CH2:26][CH2:25][O:24][CH3:23])[CH2:28][CH2:29]3)[N:7]=1)=[N:9]2. Reactants: ice, ClC1=NOC2=C1C=C(C(=C2F)N2C[C@H](O[C@H](C2)C)C)C=O (3-chloro-6-[(2R,6S)-2,6-dimethylmorpholin-4-yl]-7-fluoro-1,2-benzoxazole-5-carbaldehyde), ClC1=NOC2=C1C=C(C(=C2F)N2C[C@H](O[C@H](C2)C)C)C=O (3-chloro-6-[(2R,6S)-2,6-dimethylmorpholin-4-yl]-7-fluoro-1,2-benzoxazole-5-carbaldehyde), C[S-].[Na+] (sodium thiomethoxide). Run in O1CCOCC1 (dioxane), O (water). Run at time 12 hour. The product is C[C@@H]1CN(C[C@@H](O1)C)C1=C(C2=C(C(=NO2)SC)C=C1C=O)F (6-[(2R,6S)-2,6-dimethylmorpholin-4-yl]-7-fluoro-3-(methylsulfanyl)-1,2-benzoxazole-5-carbaldehyde). Reaction SMILES: Cl[C:2]1[C:6]2[CH:7]=[C:8]([CH:20]=[O:21])[C:9]([N:12]3[CH2:17][C@H:16]([CH3:18])[O:15][C@H:14]([CH3:19])[CH2:13]3)=[C:10]([F:11])[C:5]=2[O:4][N:3]=1.[CH3:22][S-:23].[Na+]>O1CCOCC1.O>[CH3:19][C@H:14]1[O:15][C@@H:16]([CH3:18])[CH2:17][N:12]([C:9]2[C:8]([CH:20]=[O:21])=[CH:7][C:6]3[C:2]([S:23][CH3:22])=[N:3][O:4][C:5]=3[C:10]=2[F:11])[CH2:13]1 |f:1.2|. Procedure details: To an ice cold solution of 3-chloro-6-[(2R,6S)-2,6-dimethylmorpholin-4-yl]-7-fluoro-1,2-benzoxazole-5-carbaldehyde (Intermediate 534, 0.3 g, 0.916 mmol) in dioxane was added sodium thiomethoxide (21% aq solution, 0.134 mL, 1.923 mmol) and stirred at room temperature for 12 hours. Reaction mixture was diluted with water and extracted with EtOAc (50 mL). Organic phase washed with brine (2×10 mL), dried over anhydrous sodium sulfate and, filtered, concentrated to give tilt product as white solid. Y... The reactants are [C-]#N.[K+] (potassium cyanide), C([O-])([O-])=O.[NH4+].[NH4+] (ammonium carbonate), O1C=CC(C=2C=CC=3C=CC=NC3C21)=O (pyrano[3,2-h]quinolin-4-one), O (water), O (water). Solvent: C(C)O (ethanol). Run at time 72 hour. Yields the product O1C=CC2(C=3C=CC=4C=CC=NC4C31)NC(NC2=O)=O (spiro[imidazolidin-4,4'-pyrano[3,2-h]quinolin]-2,5-dione). Reaction SMILES: [C-:1]#[N:2].[K+].[C:4](=[O:7])([O-])[O-].[NH4+:8].[NH4+].[O:10]1[C:23]2[C:22]3[N:21]=[CH:20][CH:19]=[CH:18][C:17]=3[CH:16]=[CH:15][C:14]=2[C:13](=O)[CH:12]=[CH:11]1.[OH2:25]>C(O)C>[O:10]1[C:23]2[C:22]3[N:21]=[CH:20][CH:19]=[CH:18][C:17]=3[CH:16]=[CH:15][C:14]=2[C:13]2([C:1](=[O:25])[NH:2][C:4](=[O:7])[NH:8]2)[CH:12]=[CH:11]1 |f:0.1,2.3.4|. Procedure: A solution of 0.500 g (2.51 mmol) of potassium cyanide and 0.280 g (4.27 mmol) of ammonium carbonate in 1.5 ml water was added to a solution of 130 mg (0.65 mmol) of pyrano[3,2-h]quinolin-4-one in 1.5 ml of ethanol at 60° C. The reaction mixture was held at this temperature for 72 hours then added to 20 ml of water and boiled for 20 minutes. The basic mixture was extracted with 3×50 ml chloroform and the mixture was acidified with 1 N hydrochloric acid. The solid obtained after filtration and dr...